The task is: describe an organic reaction: reactants, conditions, products, and yield. This data is from the Open Reaction Database (ORD), a public repository of structured organic reaction records. The reactants are C=C(CBr)CCCl, C1CCOC1, C[Si](C)(C)[N-][Si](C)(C)C, CCOC(C)=O, ClC(Cl)Cl, O=C(O)Cc1ccc(OC(F)(F)F)cc1, [Na+]. The product is C=C(CCCl)CC(C(=O)O)c1ccc(OC(F)(F)F)cc1. As a reaction SMILES: [Br:26][CH2:27][C:28](=[CH2:29])[CH2:30][CH2:31][Cl:32].[CH2:33]1[O:34][CH2:35][CH2:36][CH2:37]1.[CH3:2][Si:3]([N-:4][Si:5]([CH3:6])([CH3:7])[CH3:8])([CH3:9])[CH3:10].[CH3:38][CH2:39][O:40][C:41]([CH3:42])=[O:43].[CH:44]([Cl:45])([Cl:46])[Cl:47].[F:11][C:12]([O:13][c:14]1[cH:15][cH:16][c:17]([CH2:20][C:21](=[O:22])[OH:23])[cH:18][cH:19]1)([F:24])[F:25].[Na+:1]>>[F:11][C:12]([O:13][c:14]1[cH:15][cH:16][c:17]([CH:20]([C:21](=[O:22])[OH:23])[CH2:29][C:28](=[CH2:27])[CH2:30][CH2:31][Cl:32])[cH:18][cH:19]1)([F:24])[F:25]. Reactants: CCOC(C)=O, C=CC(=O)Nc1ccc(-c2ccccc2S(C)(=O)=O)cc1F, CCOC(=O)C=[N+]=[N-]. The product is CCOC(=O)C1=NNC(C(=O)Nc2ccc(-c3ccccc3S(C)(=O)=O)cc2F)C1. As a reaction SMILES: [CH3:31][CH2:32][O:33][C:34](=[O:35])[CH3:36].[F:1][c:2]1[cH:3][c:4](-[c:13]2[c:14]([S:19](=[O:20])(=[O:21])[CH3:22])[cH:15][cH:16][cH:17][cH:18]2)[cH:5][cH:6][c:7]1[NH:8][C:9]([CH:10]=[CH2:11])=[O:12].[N+:23](=[N-:24])=[CH:25][C:26](=[O:27])[O:28][CH2:29][CH3:30]>>[F:1][c:2]1[cH:3][c:4](-[c:13]2[c:14]([S:19](=[O:20])(=[O:21])[CH3:22])[cH:15][cH:16][cH:17][cH:18]2)[cH:5][cH:6][c:7]1[NH:8][C:9]([CH:10]1[CH2:11][C:25]([C:26](=[O:27])[O:28][CH2:29][CH3:30])=[N:23][NH:24]1)=[O:12]. Starting materials: CC(C)=CCBr, O=C([O-])[O-], COCCOC, Cl, N#CC(C#N)CC(F)(F)C(F)(F)C(F)(F)C(F)F, [K+], [K+]. Product: CC(C)=CCC(C#N)(C#N)CC(F)(F)C(F)(F)C(F)(F)C(F)F. RXN SMILES: [Br:19][CH2:20][CH:21]=[C:22]([CH3:23])[CH3:24].[C:25](=[O:26])([O-:27])[O-:28].[CH3:32][O:33][CH2:34][CH2:35][O:36][CH3:37].[ClH:31].[F:1][C:2]([CH2:3][CH:4]([C:5]#[N:6])[C:7]#[N:8])([C:9]([C:10]([CH:11]([F:12])[F:13])([F:14])[F:15])([F:16])[F:17])[F:18].[K+:29].[K+:30]>>[F:1][C:2]([CH2:3][C:4]([C:5]#[N:6])([C:7]#[N:8])[CH2:20][CH:21]=[C:22]([CH3:23])[CH3:24])([C:9]([C:10]([CH:11]([F:12])[F:13])([F:14])[F:15])([F:16])[F:17])[F:18]. Reactants: ClCCCBr, Oc1ccc(-c2nc3cc(Br)cnc3[nH]2)cc1. Product: ClCCCOc1ccc(-c2nc3cc(Br)cnc3[nH]2)cc1. Reaction SMILES: [Br:18][CH2:19][CH2:20][CH2:21][Cl:22].[Br:1][c:2]1[cH:3][c:4]2[c:5]([n:6][cH:7]1)[nH:8][c:9](-[c:11]1[cH:12][cH:13][c:14]([OH:17])[cH:15][cH:16]1)[n:10]2>>[Br:1][c:2]1[cH:3][c:4]2[c:5]([n:6][cH:7]1)[nH:8][c:9](-[c:11]1[cH:12][cH:13][c:14]([O:17][CH2:19][CH2:20][CH2:21][Cl:22])[cH:15][cH:16]1)[n:10]2. The reactants are N (Ammonia), C(CC(=O)C)(=O)OCC1(C)OCCO1 (2,2-ethylenedioxypropyl acetoacetate). The solvent is CO (methanol). Product: N\C(=C/C(=O)OCC1(C)OCCO1)\C (2,2-ethylenedioxypropyl 3-aminocrotonate). Yield: 84.0%. RXN SMILES: [NH3:1].[C:2]([O:8][CH2:9][C:10]1([O:15][CH2:14][CH2:13][O:12]1)[CH3:11])(=[O:7])[CH2:3][C:4]([CH3:6])=O>CO>[NH2:1]/[C:4](/[CH3:6])=[CH:3]\[C:2]([O:8][CH2:9][C:10]1([O:15][CH2:14][CH2:13][O:12]1)[CH3:11])=[O:7]. Procedure: Ammonia gas was passed through a mixture of 19 g of 2,2-ethylenedioxypropyl acetoacetate and 100 ml of methanol for 2.5 hours under ice-cooling while stirring. The solvent was then distilled off and the residue was distilled under reduced pressure to obtain 16 g (84% yield) of 2,2-ethylenedioxypropyl 3-aminocrotonate as a pale yellow oil having a boiling point of 120° C. (5 mmHg). Product: NC1C2CC3CC(C2)CC1(O)C3. The reactants are O=C1NC2C3CC4CC(C3)CC2(C4)O1, C1COCCO1, [K+], [OH-]. As a reaction SMILES: [C:1]123[O:2][C:3](=[O:14])[NH:4][CH:5]1[CH:6]1[CH2:7][CH:8]([CH2:9][CH:10]([CH2:11]2)[CH2:12]1)[CH2:13]3.[CH2:17]1[O:18][CH2:19][CH2:20][O:21][CH2:22]1.[K+:16].[OH-:15]>>[C:1]12([OH:2])[CH:5]([NH2:4])[CH:6]3[CH2:7][CH:8]([CH2:9][CH:10]([CH2:11]1)[CH2:12]3)[CH2:13]2.